This data is from the Open Reaction Database (ORD), a public repository of structured organic reaction records. The task is: describe an organic reaction: reactants, conditions, products, and yield The reactants are FC(C(=O)O)(F)F (trifluoro acetic acid), C(C)(C)(C)OC(=O)N1C(CN(CC1)C1=NC=CC=N1)C (2-methyl-4-pyrimidin-2-yl-piperazine-1-carboxylic acid tert-butyl ester). Run in ClCCl (dichlormethane). Conditions: time 24 hour. Yields the product CC1CN(CCN1)C1=NC=CC=N1 (2-(3-Methyl-piperazin-1-yl)-pyrimidine). The yield is 97.6%. Reaction SMILES: FC(F)(F)C(O)=O.C(OC([N:15]1[CH2:20][CH2:19][N:18]([C:21]2[N:26]=[CH:25][CH:24]=[CH:23][N:22]=2)[CH2:17][CH:16]1[CH3:27])=O)(C)(C)C>ClCCl>[CH3:27][CH:16]1[NH:15][CH2:20][CH2:19][N:18]([C:21]2[N:22]=[CH:23][CH:24]=[CH:25][N:26]=2)[CH2:17]1. Procedure details: 5 mL trifluoro acetic acid was added to 240 mg of 2-methyl-4-pyrimidin-2-yl-piperazine-1-carboxylic acid tert-butyl ester in 10 mL dichlormethane. The mixture was stirred for 24 h at RT. The solvent of the mixture was evaporated and the residue was dissolved in dichlormethane and extracted with 10% aqueous potassium hydrogencarbonate. The organic layer was evaporated to yield 150 mg of the desired product. Rt: 0.50 min (method B), (M+H)+: 179